The task is: describe an organic reaction: reactants, conditions, products, and yield. This data is from the Open Reaction Database (ORD), a public repository of structured organic reaction records. The reactants are C=1(O)C(O)=CC=CC1 (catechol), ( A ), [OH-].[Na+] (sodium hydroxide), C(Cl)Cl (methylene dichloride). Run in CS(=O)C (DMSO), CS(=O)C (DMSO). Product: C1OC2=C(C=CC=C2)O1 (methylenedioxybenzene). Yield: 80.0%. Reaction SMILES: [C:1]1([C:3](=[CH:5][CH:6]=[CH:7][CH:8]=1)[OH:4])[OH:2].[OH-].[Na+].[CH2:11](Cl)Cl>CS(C)=O>[CH2:11]1[O:4][C:3]2[CH:5]=[CH:6][CH:7]=[CH:8][C:1]=2[O:2]1 |f:1.2|. Procedure: A solution of 110 g. of catechol, 160 g. of 50 percent aqueous sodium hydroxide, and 100 ml. of DMSO was stirred and heated to 95°-100° C. for 15 minutes. The temperature of the solution was maintained in the same range while the solution was added over a period of 30 minutes to a refluxing solution of 100 ml. of methylene dichloride in 400 ml. of DMSO. After the addition, the temperature of the refluxing reaction mixture reached 120° C., and was maintained at this level for 2.5 hours. Following... Starting materials: Cc1ccc2c(Br)c(F)ccc2n1, CCOCC, C[Mg]Cl, ClC(Cl)(CCP(c1ccccc1)c1ccccc1)P(c1ccccc1)c1ccccc1, [Ni+2], C1CCOC1. As a reaction SMILES: [Br:1][c:2]1[c:3]2[cH:4][cH:5][c:6]([CH3:13])[n:7][c:8]2[cH:9][cH:10][c:11]1[F:12].[CH3:14][CH2:15][O:16][CH2:17][CH3:18].[CH3:19][Mg:20][Cl:21].[Cl:23][C:24]([Cl:25])([P:26]([c:27]1[cH:28][cH:29][cH:30][cH:31][cH:32]1)[c:33]1[cH:34][cH:35][cH:36][cH:37][cH:38]1)[CH2:39][CH2:40][P:41]([c:42]1[cH:43][cH:44][cH:45][cH:46][cH:47]1)[c:48]1[cH:49][cH:50][cH:51][cH:52][cH:53]1.[Ni+2:22].[O:54]1[CH2:55][CH2:56][CH2:57][CH2:58]1>>[c:2]1([CH3:14])[c:3]2[cH:4][cH:5][c:6]([CH3:13])[n:7][c:8]2[cH:9][cH:10][c:11]1[F:12]. Product: Cc1ccc2c(C)c(F)ccc2n1. The reactants are COC(=O)c1cc[nH]c(=O)c1, Cl, [H-], CC(C)CI, [Li+], CN(C)C=O. The product is COC(=O)c1ccn(CC(C)C)c(=O)c1. As a reaction SMILES: [CH3:3][O:4][C:5](=[O:6])[c:7]1[cH:8][c:9](=[O:13])[nH:10][cH:11][cH:12]1.[ClH:19].[H-:1].[I:14][CH2:15][CH:16]([CH3:17])[CH3:18].[Li+:2].[O:20]=[CH:21][N:22]([CH3:23])[CH3:24]>>[CH3:3][O:4][C:5](=[O:6])[c:7]1[cH:8][c:9](=[O:13])[n:10]([CH2:15][CH:16]([CH3:17])[CH3:18])[cH:11][cH:12]1. Reactants: C(C)C1(SCC(N1)C(=O)[O-])C1=C(C=CC(=C1)O)O (ethyl-(2,5-dihydroxyphenyl)-1,3-thiazolidine-4-carboxylate), methyl ester, Cl.N[C@@H](CS)C(=O)O (L-cysteine hydrochloride). Product: OC1=C(C=C(C=C1)O)C1SCC(N1)C(=O)OC (Methyl 2-(2,5-dihydroxyphenyl)-1,3-thiazolidine-4-carboxylate). As a reaction SMILES: C([C:3]1([C:11]2[CH:16]=[C:15]([OH:17])[CH:14]=[CH:13][C:12]=2[OH:18])[NH:7][CH:6]([C:8]([O-:10])=[O:9])[CH2:5][S:4]1)C.Cl.N[C@H:21](C(O)=O)CS>>[OH:18][C:12]1[CH:13]=[CH:14][C:15]([OH:17])=[CH:16][C:11]=1[CH:3]1[NH:7][CH:6]([C:8]([O:10][CH3:21])=[O:9])[CH2:5][S:4]1 |f:1.2|. Procedure details: The procedure described below for preparation of ethyl-(2,5-dihydroxyphenyl)-1,3-thiazolidine-4-carboxylate (7) was employed to make 6, except the methyl ester of L-cysteine hydrochloride was employed as starting material. The reactants are O (water), CC(C(CC(=O)NC1=CC=CC=C1)=O)C (4-methyl-N-phenyl-3-oxopentanamide), C(C1=CC=CC=C1)OC1=CC=C(C=O)C=C1 (4-benzyloxybenzaldehyde), N1=CC=CC=C1 (pyridine). The solvent is C=1(C(=CC=CC1)C)C (xylene). Yields the product C(C1=CC=CC=C1)OC1=CC=C(C=C1)C=C(C(=O)N)C(C(C)C)=O (2-(4-benzyloxyphenylmethylene)-4-methyl-3-oxopentanamide). As a reaction SMILES: [CH3:1][CH:2]([CH3:15])[C:3](=[O:14])[CH2:4][C:5]([NH:7]C1C=CC=CC=1)=[O:6].[CH2:16]([O:23][C:24]1[CH:31]=[CH:30][C:27]([CH:28]=O)=[CH:26][CH:25]=1)[C:17]1[CH:22]=[CH:21][CH:20]=[CH:19][CH:18]=1.N1C=CC=CC=1.O>C1(C)C(C)=CC=CC=1>[CH2:16]([O:23][C:24]1[CH:31]=[CH:30][C:27]([CH:28]=[C:4]([C:3](=[O:14])[CH:2]([CH3:15])[CH3:1])[C:5]([NH2:7])=[O:6])=[CH:26][CH:25]=1)[C:17]1[CH:22]=[CH:21][CH:20]=[CH:19][CH:18]=1. Procedure details: Step A—A solution of 4-methyl-N-phenyl-3-oxopentanamide, 12, (5 mmol), 4-benzyloxybenzaldehyde (5 mmol) and pyridine (1 mL) in xylene (100 mL) is heated at reflux, with azeotropic removal of water. The progress of the reaction is monitored by tlc. When the reaction is complete, the solvent is removed under reduced pressure, and the residue is chromatographed to afford 2-(4-benzyloxyphenylmethylene)-4-methyl-3-oxopentanamide, 13, (R=4-benzyloxy). Reactants: CC1=CC=C(C=C1)S(=O)(=O)OCC1(CC1)C(F)(F)F ((1-(trifluoromethyl)cyclopropyl)methyl 4-methylbenzenesulfonate), [C-]#N.[K+] (potassium cyanide). The solvent is CN(C)C=O (DMF). Run at temperature 60 celsius. The product is FC(C1(CC1)CC#N)(F)F (2-(1-(trifluoromethyl)cyclopropyl)acetonitrile). The yield is 39.4%. Reaction SMILES: CC1C=CC(S(O[CH2:12][C:13]2([C:16]([F:19])([F:18])[F:17])[CH2:15][CH2:14]2)(=O)=O)=CC=1.[C-:20]#[N:21].[K+]>CN(C=O)C>[F:19][C:16]([F:17])([F:18])[C:13]1([CH2:12][C:20]#[N:21])[CH2:14][CH2:15]1 |f:1.2|. Reported procedure: Treat a solution of (1-(trifluoromethyl)cyclopropyl)methyl 4-methylbenzenesulfonate (12 g, 40.8 mmol) in DMF (150 mL) with potassium cyanide (3.5 g, 53 mmol) and heat at 50-70° C. for 3 days. Add water, extract with EtOAc (3×), wash the combined organics with water, then brine, dry and concentrate under reduced pressure to give the title compound (2.4 g, 39%). 1H NMR (400 MHz, CDCl3): δ 2.81 (s, 2H), 1.24-1.18 (m, 2H), 0.95-0.92 (m, 2H). The reactants are O=C([O-])[O-], CCOC(=O)c1cnc2c(cnn2Cc2ccccc2)c1Cl, Cc1ccccc1, CCO, Cc1cc(F)ccc1B(O)O, [Na+], [Na+], c1ccc(P(c2ccccc2)(c2ccccc2)[Pd](P(c2ccccc2)(c2ccccc2)c2ccccc2)(P(c2ccccc2)(c2ccccc2)c2ccccc2)P(c2ccccc2)(c2ccccc2)c2ccccc2)cc1. Yields the product CCOC(=O)c1cnc2c(cnn2Cc2ccccc2)c1-c1ccc(F)cc1C. RXN SMILES: [C:34](=[O:35])([O-:36])[O-:37].[CH2:1]([CH3:2])[O:3][C:4](=[O:5])[c:6]1[c:7]([Cl:22])[c:8]2[c:9]([n:10][cH:11]1)[n:12]([CH2:15][c:16]1[cH:17][cH:18][cH:19][cH:20][cH:21]1)[n:13][cH:14]2.[CH3:40][c:41]1[cH:42][cH:43][cH:44][cH:45][cH:46]1.[CH3:47][CH2:48][OH:49].[F:23][c:24]1[cH:25][c:26]([CH3:33])[c:27]([B:30]([OH:31])[OH:32])[cH:28][cH:29]1.[Na+:38].[Na+:39].[cH:50]1[cH:51][cH:52][c:53]([P:54]([Pd:55]([P:56]([c:57]2[cH:58][cH:59][cH:60][cH:61][cH:62]2)([c:63]2[cH:64][cH:65][cH:66][cH:67][cH:68]2)[c:69]2[cH:70][cH:71][cH:72][cH:73][cH:74]2)([P:75]([c:76]2[cH:77][cH:78][cH:79][cH:80][cH:81]2)([c:82]2[cH:83][cH:84][cH:85][cH:86][cH:87]2)[c:88]2[cH:89][cH:90][cH:91][cH:92][cH:93]2)[P:94]([c:95]2[cH:96][cH:97][cH:98][cH:99][cH:100]2)([c:101]2[cH:102][cH:103][cH:104][cH:105][cH:106]2)[c:107]2[cH:108][cH:109][cH:110][cH:111][cH:112]2)([c:113]2[cH:114][cH:115][cH:116][cH:117][cH:118]2)[c:119]2[cH:120][cH:121][cH:122][cH:123][cH:124]2)[cH:125][cH:126]1>>[CH2:1]([CH3:2])[O:3][C:4](=[O:5])[c:6]1[c:7](-[c:27]2[c:26]([CH3:33])[cH:25][c:24]([F:23])[cH:29][cH:28]2)[c:8]2[c:9]([n:10][cH:11]1)[n:12]([CH2:15][c:16]1[cH:17][cH:18][cH:19][cH:20][cH:21]1)[n:13][cH:14]2.